From a dataset of the Open Reaction Database (ORD), a public repository of structured organic reaction records. describe an organic reaction: reactants, conditions, products, and yield Reactants: CCOC(=O)c1c(C)c2cnc(SC)nc2n(C2CCCC2)c1=O, ClCCl, O=S(=O)(c1ccccc1)N1OC1c1ccccc1. Yields the product CCOC(=O)c1c(C)c2cnc(S(C)=O)nc2n(C2CCCC2)c1=O. Reaction SMILES: [CH2:1]([CH3:2])[O:3][C:4](=[O:5])[c:6]1[c:7]([CH3:24])[c:8]2[c:9]([n:10][c:11]([S:14][CH3:15])[n:12][cH:13]2)[n:16]([CH:19]2[CH2:20][CH2:21][CH2:22][CH2:23]2)[c:17]1=[O:18].[Cl:43][CH2:44][Cl:45].[c:25]1([S:26]([N:27]2[CH:28]([c:29]3[cH:30][cH:31][cH:33][cH:34][cH:35]3)[O:36]2)(=[O:32])=[O:37])[cH:38][cH:39][cH:40][cH:41][cH:42]1>>[CH2:1]([CH3:2])[O:3][C:4](=[O:5])[c:6]1[c:7]([CH3:24])[c:8]2[c:9]([n:10][c:11]([S:14]([CH3:15])=[O:32])[n:12][cH:13]2)[n:16]([CH:19]2[CH2:20][CH2:21][CH2:22][CH2:23]2)[c:17]1=[O:18]. Reactants: CCO, CCOC(=O)c1cnc(C)nc1C, [K+], [OH-]. The product is Cc1ncc(C(=O)O)c(C)n1. As a reaction SMILES: [CH3:16][CH2:17][OH:18].[CH3:3][c:4]1[n:5][cH:6][c:7]([C:11](=[O:12])[O:13][CH2:14][CH3:15])[c:8]([CH3:10])[n:9]1.[K+:2].[OH-:1]>>[CH3:3][c:4]1[n:5][cH:6][c:7]([C:11](=[O:12])[OH:13])[c:8]([CH3:10])[n:9]1. Starting materials: C(C1=CC=CC=C1)(=O)C1=C(SC=C1)C(=O)O (3-benzoyl-2-thiophenecarboxylic acid), 9.3, CNN (methylhydrazine). Solvent: C(C)O (ethanol). Product: CN1N=C(C2=C(C1=O)SC=C2)C2=CC=CC=C2 (6,7-Dihydro-6-methyl-7-oxo-4-phenylthieno[2,3-d]pyridazine). Reaction SMILES: [C:1]([C:9]1[CH:13]=[CH:12][S:11][C:10]=1[C:14]([OH:16])=O)(=O)[C:2]1[CH:7]=[CH:6][CH:5]=[CH:4][CH:3]=1.[CH3:17][NH:18][NH2:19]>C(O)C>[CH3:17][N:18]1[C:14](=[O:16])[C:10]2[S:11][CH:12]=[CH:13][C:9]=2[C:1]([C:2]2[CH:7]=[CH:6][CH:5]=[CH:4][CH:3]=2)=[N:19]1. Procedure: A solution of 31.2 g (0.134 mol) of 3-benzoyl-2-thiophenecarboxylic acid in 400 mL of ethanol was treated with 9.3 (0.2 mol) of methylhydrazine at room temperature for 18 hours, refluxed 3 hours, cooled and 30.7 g of the product filtered off, mp 174-175. Reported procedure: The title compound was prepared from 1-benzyl-N-(3,4-difluorobenzyl)-6-hydroxy-2-isopropyl-1H-indole-3-carboxamide (Compound 8) and 2-(chloromethyl)oxazole by General Procedure N. As a reaction SMILES: [CH2:1]([N:8]1[C:16]2[C:11](=[CH:12][CH:13]=[C:14]([OH:17])[CH:15]=2)[C:10]([C:18]([NH:20][CH2:21][C:22]2[CH:27]=[CH:26][C:25]([F:28])=[C:24]([F:29])[CH:23]=2)=[O:19])=[C:9]1[CH:30]([CH3:32])[CH3:31])[C:2]1[CH:7]=[CH:6][CH:5]=[CH:4][CH:3]=1.Cl[CH2:34][C:35]1[O:36][CH:37]=[CH:38][N:39]=1>>[CH2:1]([N:8]1[C:16]2[C:11](=[CH:12][CH:13]=[C:14]([O:17][CH2:34][C:35]3[O:36][CH:37]=[CH:38][N:39]=3)[CH:15]=2)[C:10]([C:18]([NH:20][CH2:21][C:22]2[CH:27]=[CH:26][C:25]([F:28])=[C:24]([F:29])[CH:23]=2)=[O:19])=[C:9]1[CH:30]([CH3:32])[CH3:31])[C:2]1[CH:7]=[CH:6][CH:5]=[CH:4][CH:3]=1. Starting materials: C(C1=CC=CC=C1)N1C(=C(C2=CC=C(C=C12)O)C(=O)NCC1=CC(=C(C=C1)F)F)C(C)C (1-benzyl-N-(3,4-difluorobenzyl)-6-hydroxy-2-isopropyl-1H-indole-3-carboxamide), C(C1=CC=CC=C1)N1C(=C(C2=CC=C(C=C12)O)C(=O)NCC1=CC(=C(C=C1)F)F)C(C)C (1-benzyl-N-(3,4-difluorobenzyl)-6-hydroxy-2-isopropyl-1H-indole-3-carboxamide), ClCC=1OC=CN1 (2-(chloromethyl)oxazole). The product is C(C1=CC=CC=C1)N1C(=C(C2=CC=C(C=C12)OCC=1OC=CN1)C(=O)NCC1=CC(=C(C=C1)F)F)C(C)C (1-Benzyl-N-(3,4-difluorobenzyl)-2-isopropyl-6-(1,3-oxazol-2-ylmethoxy)-1H-indole-3-carboxamide).